From a dataset of the Open Reaction Database (ORD), a public repository of structured organic reaction records. describe an organic reaction: reactants, conditions, products, and yield The reactants are O=C(O)C(=O)N1CCC(Cc2ccccc2)CC1, CCOCC, Nc1ccc2c(c1)C(=O)NC2=O. The product is O=C(Nc1ccc2c(c1)C(=O)NC2=O)C(=O)N1CCC(Cc2ccccc2)CC1. RXN SMILES: [CH2:13]([c:14]1[cH:15][cH:16][cH:17][cH:18][cH:19]1)[CH:20]1[CH2:21][CH2:22][N:23]([C:26]([C:27](=[O:28])[OH:29])=[O:30])[CH2:24][CH2:25]1.[CH2:31]([O:32][CH2:33][CH3:34])[CH3:35].[NH2:1][c:2]1[cH:3][c:4]2[c:8]([cH:9][cH:10]1)[C:7](=[O:11])[NH:6][C:5]2=[O:12]>>[NH:1]([c:2]1[cH:3][c:4]2[c:8]([cH:9][cH:10]1)[C:7](=[O:11])[NH:6][C:5]2=[O:12])[C:27]([C:26]([N:23]1[CH2:22][CH2:21][CH:20]([CH2:13][c:14]2[cH:15][cH:16][cH:17][cH:18][cH:19]2)[CH2:25][CH2:24]1)=[O:30])=[O:28]. Reactants: [Si](C)(C)(C(C)(C)C)OC[C@H]1N(CCOC1)CC1=CC=CC=C1 ((3S)-3-(t-Butyldimethylsilyloxy)methyl-4-benzylmorpholine), C(Cl)(Cl)Cl (chloroform). Reagents/catalysts: [C].[Pd] (palladium-carbon). The solvent is C(C)O (ethanol). Product: Cl.[Si](C)(C)(C(C)(C)C)OC[C@H]1NCCOC1 ((3S)-3-(t-butyldimethylsilyloxy)methylmorpholine hydrochloride). RXN SMILES: [Si:1]([O:8][CH2:9][C@@H:10]1[CH2:15][O:14][CH2:13][CH2:12][N:11]1CC1C=CC=CC=1)([C:4]([CH3:7])([CH3:6])[CH3:5])([CH3:3])[CH3:2].C(Cl)(Cl)[Cl:24]>C(O)C.[C].[Pd]>[ClH:24].[Si:1]([O:8][CH2:9][C@@H:10]1[CH2:15][O:14][CH2:13][CH2:12][NH:11]1)([C:4]([CH3:7])([CH3:5])[CH3:6])([CH3:3])[CH3:2] |f:3.4,5.6|. Procedure details: (3S)-3-(t-Butyldimethylsilyloxy)methyl-4-benzylmorpholine (1.19 g, 3.7 mmol) was treated for hydrogenation in the presence of 10% palladium-carbon (0.36 g) in 5 mL of ethanol and 0.32 mL of chloroform for 4 hours (one atmosphere). The catalyst was removed by filtration, and the filtrate was concentrated. The precipitated crystalline matter was washed with ether to obtain (3S)-3-(t-butyldimethylsilyloxy)methylmorpholine hydrochloride (0.96 g (96%).